From a dataset of the Open Reaction Database (ORD), a public repository of structured organic reaction records. describe an organic reaction: reactants, conditions, products, and yield Starting materials: CC(C)(C)OC(=O)c1ccc(-c2ccccc2)cc1NC(=O)c1cc(O)ccc1OCc1ccccc1, CC(C)OC(=O)N=NC(=O)OC(C)C, C1CCOC1, CN1CCC(O)CC1, c1ccc(P(c2ccccc2)c2ccccc2)cc1. Yields the product CN1CCC(Oc2ccc(OCc3ccccc3)c(C(=O)Nc3cc(-c4ccccc4)ccc3C(=O)OC(C)(C)C)c2)CC1. Reaction SMILES: [CH2:42]([c:43]1[cH:44][cH:45][cH:46][cH:47][cH:48]1)[O:49][c:50]1[c:51]([C:52](=[O:53])[NH:54][c:55]2[c:56]([C:57](=[O:58])[O:59][C:60]([CH3:61])([CH3:62])[CH3:63])[cH:64][cH:65][c:66](-[c:68]3[cH:69][cH:70][cH:71][cH:72][cH:73]3)[cH:67]2)[cH:74][c:75]([OH:78])[cH:76][cH:77]1.[O:28]=[C:29]([O:30][CH:31]([CH3:32])[CH3:33])[N:34]=[N:35][C:36]([O:37][CH:38]([CH3:39])[CH3:40])=[O:41].[O:79]1[CH2:80][CH2:81][CH2:82][CH2:83]1.[OH:1][CH:2]1[CH2:3][CH2:4][N:5]([CH3:8])[CH2:6][CH2:7]1.[c:9]1([P:10]([c:11]2[cH:12][cH:13][cH:14][cH:15][cH:16]2)[c:17]2[cH:18][cH:19][cH:20][cH:21][cH:22]2)[cH:23][cH:24][cH:25][cH:26][cH:27]1>>[O:1]([CH:2]1[CH2:3][CH2:4][N:5]([CH3:8])[CH2:6][CH2:7]1)[c:75]1[cH:74][c:51]([C:52](=[O:53])[NH:54][c:55]2[c:56]([C:57](=[O:58])[O:59][C:60]([CH3:61])([CH3:62])[CH3:63])[cH:64][cH:65][c:66](-[c:68]3[cH:69][cH:70][cH:71][cH:72][cH:73]3)[cH:67]2)[c:50]([O:49][CH2:42][c:43]2[cH:44][cH:45][cH:46][cH:47][cH:48]2)[cH:77][cH:76]1.